This data is from the Open Reaction Database (ORD), a public repository of structured organic reaction records. The task is: describe an organic reaction: reactants, conditions, products, and yield The reactants are O=C([O-])[O-], Cc1ccnc(C(C#N)c2ccc(F)cc2)c1, CS(C)=O, [K+], [K+], O. Yields the product Cc1ccnc(C(=O)c2ccc(F)cc2)c1. RXN SMILES: [C:18]([O-:19])(=[O:20])[O-:21].[C:1](#[N:2])[CH:3]([c:4]1[cH:5][cH:6][c:7]([F:10])[cH:8][cH:9]1)[c:11]1[n:12][cH:13][cH:14][c:15]([CH3:17])[cH:16]1.[CH3:25][S:26]([CH3:27])=[O:28].[K+:22].[K+:23].[OH2:24]>>[C:3]([c:4]1[cH:5][cH:6][c:7]([F:10])[cH:8][cH:9]1)([c:11]1[n:12][cH:13][cH:14][c:15]([CH3:17])[cH:16]1)=[O:19]. Reactants: C1C(CCC)O1 (1-pentene oxide), NCCCCCCN (hexamethylenediamine). Yields the product C(CCCCCNCC(CCC)O)NCC(CCC)O (N,N'-(1,6-hexylene)-bis[2-hydroxypentylamine]). Reaction SMILES: [CH2:1]1[O:6][CH:2]1[CH2:3][CH2:4][CH3:5].[NH2:7][CH2:8][CH2:9][CH2:10][CH2:11][CH2:12][CH2:13][NH2:14]>>[CH2:13]([NH:14][CH2:1][CH:2]([OH:6])[CH2:3][CH2:4][CH3:5])[CH2:12][CH2:11][CH2:10][CH2:9][CH2:8][NH:7][CH2:1][CH:2]([OH:6])[CH2:3][CH2:4][CH3:5]. Reported procedure: Condensation of 1-pentene oxide and hexamethylenediamine affords N,N'-(1,6-hexylene)-bis[2-hydroxypentylamine] (I: R = CH3 (CH2)2, R' = H, X = (CH2)6, Z = H). Starting materials: C1CCOC1, CC(C)(C)OC(=O)N1CCC(O)(c2ccc(Cl)cc2CO)CC1, CCOC(=O)N=NC(=O)OCC, c1ccc(P(c2ccccc2)c2ccccc2)cc1. The product is CC(C)(C)OC(=O)N1CCC2(CC1)OCc1cc(Cl)ccc12. RXN SMILES: [CH2:55]1[O:56][CH2:57][CH2:58][CH2:59]1.[Cl:1][c:2]1[cH:3][c:4]([CH2:22][OH:23])[c:5]([C:8]2([OH:21])[CH2:9][CH2:10][N:11]([C:14](=[O:15])[O:16][C:17]([CH3:18])([CH3:19])[CH3:20])[CH2:12][CH2:13]2)[cH:6][cH:7]1.[O:43]=[C:44]([O:45][CH2:46][CH3:47])[N:48]=[N:49][C:50]([O:51][CH2:52][CH3:53])=[O:54].[c:24]1([P:25]([c:26]2[cH:27][cH:28][cH:29][cH:30][cH:31]2)[c:32]2[cH:33][cH:34][cH:35][cH:36][cH:37]2)[cH:38][cH:39][cH:40][cH:41][cH:42]1>>[Cl:1][c:2]1[cH:3][c:4]2[c:5]([cH:6][cH:7]1)[C:8]1([CH2:9][CH2:10][N:11]([C:14](=[O:15])[O:16][C:17]([CH3:18])([CH3:19])[CH3:20])[CH2:12][CH2:13]1)[O:21][CH2:22]2.